Dataset: the Open Reaction Database (ORD), a public repository of structured organic reaction records. Task: describe an organic reaction: reactants, conditions, products, and yield The reactants are S(O)(O)(=O)=O (sulfuric acid), C(CCCCCCCCC)(=O)Cl (decanoyl chloride), [OH-].[Na+] (sodium hydroxide), N1[C@H](C(=O)O)CCC1 (Proline). The solvent is O (water). Yields the product C(CCCCCCCCC)(=O)N1[C@H](C(=O)O)CCC1 (decanoyl proline). The yield is 92.7%. As a reaction SMILES: [NH:1]1[CH2:8][CH2:7][CH2:6][C@H:2]1[C:3]([OH:5])=[O:4].[C:9](Cl)(=[O:19])[CH2:10][CH2:11][CH2:12][CH2:13][CH2:14][CH2:15][CH2:16][CH2:17][CH3:18].[OH-].[Na+].S(=O)(=O)(O)O>O>[C:9]([N:1]1[CH2:8][CH2:7][CH2:6][C@H:2]1[C:3]([OH:5])=[O:4])(=[O:19])[CH2:10][CH2:11][CH2:12][CH2:13][CH2:14][CH2:15][CH2:16][CH2:17][CH3:18] |f:2.3|. Procedure: Proline (manufactured by Ajinomoto Co., Inc., 34.54 g) was dissolved in water (100 g), and decanoyl chloride (manufactured by Tokyo Chemical Industry Co., Ltd., 52.01 g) and 25% aqueous sodium hydroxide solution were added while adjusting to pH 12. The mixture was neutralized with 75% sulfuric acid, and the aqueous layer was removed. Water and ethyl acetate were further added, and the aqueous layer was removed. Ethyl acetate was evaporated under reduced pressure to give decanoyl proline (68.12 g... Starting materials: Br, Br, CC(=O)c1ccc(C#N)cc1, ClC(Cl)Cl, [Na+], O=C([O-])O. Yields the product N#Cc1ccc(C(=O)CBr)cc1. Reaction SMILES: [Br:12].[BrH:18].[C:1](#[N:2])[c:3]1[cH:4][cH:5][c:6]([C:9]([CH3:10])=[O:11])[cH:7][cH:8]1.[CH:19]([Cl:20])([Cl:21])[Cl:22].[Na+:17].[O-:13][C:14]([OH:15])=[O:16]>>[C:1](#[N:2])[c:3]1[cH:4][cH:5][c:6]([C:9]([CH2:10][Br:18])=[O:11])[cH:7][cH:8]1. Starting materials: BrC1=C(C=C(C=C1C)O)C (4-bromo-3,5-dimethylphenol), CsCO3, CI (methyl iodide), CI (methyl iodide). Run in CC(=O)C (acetone). Conditions: temperature 40 celsius. Product: BrC1=C(C=C(C=C1C)OC)C (2-bromo-5-methoxy-1,3-dimethyl-benzene). Yield: 94.5%. As a reaction SMILES: [Br:1][C:2]1[C:7]([CH3:8])=[CH:6][C:5]([OH:9])=[CH:4][C:3]=1[CH3:10].[CH3:11]I>CC(C)=O>[Br:1][C:2]1[C:7]([CH3:8])=[CH:6][C:5]([O:9][CH3:11])=[CH:4][C:3]=1[CH3:10]. Reported procedure: A solution of 4-bromo-3,5-dimethylphenol (1.00 g, 4.97 mmol) in acetone (40 mL) was treated with solid CsCO3 (1.17 g, 4.97 mmol) and methyl iodide (0.310 mL, 4.97 mmol) and heated to 40° C. for 3 h. Additional methyl iodide (0.310 mL, 4.97 mmol) was added over the course of the reaction to replace that lost to evaporation. The acetone was removed in vacuo. The resulting white solid residue was partitioned between water and CH2Cl2. The layers were separated and the aqueous layer was further extra... Starting materials: CN(C)C=O, ClCc1cccc(Cl)n1, Nc1ncccc1-c1cc(Cc2ccc(O)cc2)no1, [Na+], C1CCOC1, [OH-]. Yields the product Nc1ncccc1-c1cc(Cc2ccc(OCc3cccc(Cl)n3)cc2)no1. Reaction SMILES: [CH3:37][N:38]([CH3:39])[CH:40]=[O:41].[Cl:28][c:29]1[n:30][c:31]([CH2:35][Cl:36])[cH:32][cH:33][cH:34]1.[NH2:8][c:9]1[n:10][cH:11][cH:12][cH:13][c:14]1-[c:15]1[cH:16][c:17]([CH2:20][c:21]2[cH:22][cH:23][c:24]([OH:27])[cH:25][cH:26]2)[n:18][o:19]1.[Na+:7].[O:1]1[CH2:2][CH2:3][CH2:4][CH2:5]1.[OH-:6]>>[NH2:8][c:9]1[n:10][cH:11][cH:12][cH:13][c:14]1-[c:15]1[cH:16][c:17]([CH2:20][c:21]2[cH:22][cH:23][c:24]([O:27][CH2:35][c:31]3[n:30][c:29]([Cl:28])[cH:34][cH:33][cH:32]3)[cH:25][cH:26]2)[n:18][o:19]1. Starting materials: CO, Cc1oc2c(N3C(=O)c4c(Cl)ccc(Cl)c4C3=O)cccc2c1C. Yields the product Cc1oc2c(NC(=O)c3c(Cl)ccc(Cl)c3C(=O)O)cccc2c1C. RXN SMILES: [CH3:25][OH:26].[Cl:1][c:2]1[c:3]2[c:4]([c:21]([Cl:24])[cH:22][cH:23]1)[C:5](=[O:6])[N:7]([c:10]1[cH:11][cH:12][cH:13][c:14]3[c:15]1[o:16][c:17]([CH3:20])[c:18]3[CH3:19])[C:8]2=[O:9]>>[Cl:1][c:2]1[c:3]([C:8]([NH:7][c:10]2[cH:11][cH:12][cH:13][c:14]3[c:15]2[o:16][c:17]([CH3:20])[c:18]3[CH3:19])=[O:9])[c:4]([C:5](=[O:6])[OH:26])[c:21]([Cl:24])[cH:22][cH:23]1.